describe an organic reaction: reactants, conditions, products, and yield From a dataset of the Open Reaction Database (ORD), a public repository of structured organic reaction records. The reactants are c1ccc(C2CO2)cc1, CC(C)O, COc1cc(-c2nn(C3CCC(N4CCN(C)CC4)CC3)c3ncnc(N)c23)ccc1N. As a reaction SMILES: [CH2:33]1[O:34][CH:35]1[c:36]1[cH:37][cH:38][cH:39][cH:40][cH:41]1.[CH:42]([OH:43])([CH3:44])[CH3:45].[NH2:1][c:2]1[c:3]([O:31][CH3:32])[cH:4][c:5](-[c:8]2[n:9][n:10]([CH:18]3[CH2:19][CH2:20][CH:21]([N:24]4[CH2:25][CH2:26][N:27]([CH3:30])[CH2:28][CH2:29]4)[CH2:22][CH2:23]3)[c:11]3[n:12][cH:13][n:14][c:15]([NH2:17])[c:16]23)[cH:6][cH:7]1>>[NH:1]([c:2]1[c:3]([O:31][CH3:32])[cH:4][c:5](-[c:8]2[n:9][n:10]([CH:18]3[CH2:19][CH2:20][CH:21]([N:24]4[CH2:25][CH2:26][N:27]([CH3:30])[CH2:28][CH2:29]4)[CH2:22][CH2:23]3)[c:11]3[n:12][cH:13][n:14][c:15]([NH2:17])[c:16]23)[cH:6][cH:7]1)[CH:35]([CH2:33][OH:34])[c:36]1[cH:37][cH:38][cH:39][cH:40][cH:41]1. Yields the product COc1cc(-c2nn(C3CCC(N4CCN(C)CC4)CC3)c3ncnc(N)c23)ccc1NC(CO)c1ccccc1. The reactants are C(C)NCCCNCCCCCCCNCCCNCC (N,N'-Bis[3-(ethylamino)propyl]-1,7-heptanediamine), C(C)(C)(C)OC(=O)N(CC)CCCN(CCCCCCCN(CCCN(CC)C(=O)OC(C)(C)C)C(=O)OC(C)(C)C)C(=O)OC(C)(C)C (3,7,15,19-tetra(t-butoxycarbonyl)-3,7,15,19-tetraazaheneicosane), Cl (HCl). Solvent: CO (methanol). Reaction conditions: time 8 hour. Yields the product C1(=CC=CC=C1)CNCCCNCCCCCCCCNCCCNCC1=CC=CC=C1 (1,18-Bis[(phenyl)methyl]1,5,14,18-tetraazaoctadecane). Reaction SMILES: C(NCCCN[CH2:8][CH2:9][CH2:10][CH2:11][CH2:12][CH2:13][CH2:14][NH:15][CH2:16][CH2:17][CH2:18][NH:19][CH2:20][CH3:21])C.C(OC(N(CCCN(C(OC(C)(C)C)=O)[CH2:36][CH2:37][CH2:38][CH2:39][CH2:40][CH2:41][CH2:42][N:43](C(OC(C)(C)C)=O)[CH2:44][CH2:45][CH2:46][N:47](C(OC(C)(C)C)=O)[CH2:48][CH3:49])CC)=O)(C)(C)C.Cl>CO>[C:41]1([CH2:42][NH:43][CH2:44][CH2:45][CH2:46][NH:47][CH2:48][CH2:49][CH2:8][CH2:9][CH2:10][CH2:11][CH2:21][CH2:20][NH:19][CH2:18][CH2:17][CH2:16][NH:15][CH2:14][C:13]2[CH:8]=[CH:9][CH:10]=[CH:11][CH:12]=2)[CH:36]=[CH:37][CH:38]=[CH:39][CH:40]=1. Procedure details: N,N'-Bis[3-(ethylamino)propyl]-1,7-heptanediamine Treat 3,7,15,19-tetra(t-butoxycarbonyl)-3,7,15,19-tetraazaheneicosane (1.68 gm, 0.0024 mol) with HCl in methanol (50 ml, 1.0N) and stir overnight. Filter the mixture and recrystallize the title compound from methanol/water (20:80, v/v) to yield 0.5 gm of the title compound. Rf is 0.39 on silica gel plates eluted with 40% ammonia (concentrated) in methanol; mp 322-23° C. with degradation. Reactants: [BH3-]C#N, CCCOC1CC(C=C(C)C2OC(=O)C3CCCCN3C(=O)C(=O)C3(O)OC(C(OC)CC(C)CC(C)=CC(CC)C(=O)CC(O)C2C)C(OC)CC3C)CCC1=O, NCc1ccccc1, CC(C)O, [Na+], O. Product: CCCOC1CC(C=C(C)C2OC(=O)C3CCCCN3C(=O)C(=O)C3(O)OC(C(OC)CC(C)CC(C)=CC(CC)C(=O)CC(O)C2C)C(OC)CC3C)CCC1NCc1ccccc1. RXN SMILES: [C:67]([BH3-:68])#[N:69].[CH2:1]([CH3:2])[CH:3]1[C:4](=[O:58])[CH2:5][CH:6]([OH:57])[CH:7]([CH3:56])[CH:8]([C:42](=[CH:43][CH:44]2[CH2:45][CH:46]([O:51][CH2:52][CH2:53][CH3:54])[C:47](=[O:50])[CH2:48][CH2:49]2)[CH3:55])[O:9][C:10](=[O:41])[CH:11]2[CH2:12][CH2:13][CH2:14][CH2:15][N:16]2[C:17](=[O:40])[C:18](=[O:39])[C:19]2([OH:38])[CH:20]([CH3:37])[CH2:21][CH:22]([O:35][CH3:36])[CH:23]([CH:24]([O:32][CH3:33])[CH2:25][CH:26]([CH3:31])[CH2:27][C:28]([CH3:30])=[CH:29]1)[O:34]2.[CH2:59]([c:60]1[cH:61][cH:62][cH:63][cH:64][cH:65]1)[NH2:66].[CH:72]([OH:73])([CH3:74])[CH3:75].[Na+:70].[OH2:71]>>[CH2:1]([CH3:2])[CH:3]1[C:4](=[O:58])[CH2:5][CH:6]([OH:57])[CH:7]([CH3:56])[CH:8]([C:42](=[CH:43][CH:44]2[CH2:45][CH:46]([O:51][CH2:52][CH2:53][CH3:54])[CH:47]([NH:66][CH2:59][c:60]3[cH:61][cH:62][cH:63][cH:64][cH:65]3)[CH2:48][CH2:49]2)[CH3:55])[O:9][C:10](=[O:41])[CH:11]2[CH2:12][CH2:13][CH2:14][CH2:15][N:16]2[C:17](=[O:40])[C:18](=[O:39])[C:19]2([OH:38])[CH:20]([CH3:37])[CH2:21][CH:22]([O:35][CH3:36])[CH:23]([CH:24]([O:32][CH3:33])[CH2:25][CH:26]([CH3:31])[CH2:27][C:28]([CH3:30])=[CH:29]1)[O:34]2. Starting materials: Brc1cccnc1, Cc1cccc(Br)c1, COc1cccc(-c2cccnc2)c1. Yields the product Cc1cccc(-c2cccnc2)c1. As a reaction SMILES: [Br:1][c:2]1[cH:3][n:4][cH:5][cH:6][cH:7]1.[Br:8][c:9]1[cH:10][c:11]([CH3:15])[cH:12][cH:13][cH:14]1.[CH3:16][O:17][c:18]1[cH:19][c:20](-[c:21]2[cH:22][n:23][cH:24][cH:25][cH:26]2)[cH:27][cH:28][cH:29]1>>[c:2]1(-[c:9]2[cH:10][c:11]([CH3:15])[cH:12][cH:13][cH:14]2)[cH:3][n:4][cH:5][cH:6][cH:7]1. The reactants are CCO, NS(=O)(=O)c1ccc(NC(=O)CNC2CCCCC2)c(Cl)c1, O. Yields the product NS(=O)(=O)c1ccc(N2CN(C3CCCCC3)CC2=O)c(Cl)c1. RXN SMILES: [CH3:23][CH2:24][OH:25].[CH:1]1([NH:7][CH2:8][C:9](=[O:10])[NH:11][c:12]2[c:13]([Cl:22])[cH:14][c:15]([S:18]([NH2:19])(=[O:20])=[O:21])[cH:16][cH:17]2)[CH2:2][CH2:3][CH2:4][CH2:5][CH2:6]1.[OH2:26]>>[CH:1]1([N:7]2[CH2:8][C:9](=[O:10])[N:11]([c:12]3[c:13]([Cl:22])[cH:14][c:15]([S:18]([NH2:19])(=[O:20])=[O:21])[cH:16][cH:17]3)[CH2:23]2)[CH2:2][CH2:3][CH2:4][CH2:5][CH2:6]1. Starting materials: Cn1cncc1C(O)(c1ccc(Cl)nc1)c1ccc2c(c1)c(-c1cccc(Cl)c1)cc(=O)n2C, N#N, O=S(Cl)Cl. Product: Cn1cncc1C(N)(c1ccc(Cl)nc1)c1ccc2c(c1)c(-c1cccc(Cl)c1)cc(=O)n2C. Reaction SMILES: [Cl:1][c:2]1[cH:3][c:4](-[c:8]2[cH:9][c:10](=[O:34])[n:11]([CH3:33])[c:12]3[cH:13][cH:14][c:15]([C:18]([c:19]4[n:20]([CH3:24])[cH:21][n:22][cH:23]4)([OH:25])[c:26]4[cH:27][n:28][c:29]([Cl:32])[cH:30][cH:31]4)[cH:16][c:17]23)[cH:5][cH:6][cH:7]1.[N:35]#[N:36].[S:37]([Cl:38])([Cl:39])=[O:40]>>[Cl:1][c:2]1[cH:3][c:4](-[c:8]2[cH:9][c:10](=[O:34])[n:11]([CH3:33])[c:12]3[cH:13][cH:14][c:15]([C:18]([c:19]4[n:20]([CH3:24])[cH:21][n:22][cH:23]4)([c:26]4[cH:27][n:28][c:29]([Cl:32])[cH:30][cH:31]4)[NH2:35])[cH:16][c:17]23)[cH:5][cH:6][cH:7]1. Starting materials: NC1=CC(=C(C#N)C=C1F)OC (4-amino-5-fluoro-2-methoxybenzonitrile), NC1=CC(=C(C#N)C=C1F)OC (4-amino-5-fluoro-2-methoxybenzonitrile), [OH-].[Na+] (sodium hydroxide), C(C)O (ethanol). Conditions: temperature 110 celsius. Product: NC1=CC(=C(C(=O)O)C=C1F)OC (4-amino-5-fluoro-2-methoxybenzoic acid). The yield is 80.0%. As a reaction SMILES: [NH2:1][C:2]1[C:9]([F:10])=[CH:8]C(C#N)=[C:4]([O:11][CH3:12])[CH:3]=1.[OH-:13].[Na+].[CH2:15]([OH:17])[CH3:16]>>[NH2:1][C:2]1[C:9]([F:10])=[CH:8][C:16]([C:15]([OH:13])=[O:17])=[C:4]([O:11][CH3:12])[CH:3]=1 |f:1.2|. Reported procedure: To a solution of 4-amino-5-fluoro-2-methoxybenzonitrile (intermediate 88; 5.3 g, 0.03 mol) in ethanol (20 mL) was added sodium hydroxide 8M (27.9 mL, 0.22 mol), the mixture was placed in a sealed vessel and heated to 110° C. for 20 hours. The solvent was removed under reduced pressure and the crude obtained was partitioned between water and ether. The aqueous layer was acidified by hydrochloric acid 6N until pH 4 and the crude was extracted with ethyl acetate, dried, filtered and evaporated unde...